From a dataset of the Open Reaction Database (ORD), a public repository of structured organic reaction records. describe an organic reaction: reactants, conditions, products, and yield Starting materials: NCCNC(=O)C1=NC(=NC=C1)NCCCN(C)CCOC1=C(C=CC=C1)OC (N-(2-aminoethyl)-2-[[3-[[2-(2-methoxyphenoxy) ethyl]methylamino]propyl]amino]-pyrimidine-4-carboxamide), ClC1=NC=CC(=N1)C(=O)N (2-chloropyrimidine-4-carboxamide), C([O-])([O-])=O.[K+].[K+] (potassiumcarbonate), [I-].[Na+] (sodium iodide). Solvent: CN(C=O)C (N,N-dimethylformamide), O (water). Run at temperature 60 celsius. Product: NC(=O)C1=NC(=NC=C1)NCCNC(=O)C1=NC(=NC=C1)NCCCN(C)CCOC1=C(C=CC=C1)OC (N-[2-[[4-(Aminocarbonyl)pyrimidin-2-yl]amino]ethyl]-2-[[3-[[2-(2-methoxyphenoxy)ethyl]methylamino]propyl]amino]pyrimidine-4-carboxamide). RXN SMILES: [NH2:1][CH2:2][CH2:3][NH:4][C:5]([C:7]1[CH:12]=[CH:11][N:10]=[C:9]([NH:13][CH2:14][CH2:15][CH2:16][N:17]([CH2:19][CH2:20][O:21][C:22]2[CH:27]=[CH:26][CH:25]=[CH:24][C:23]=2[O:28][CH3:29])[CH3:18])[N:8]=1)=[O:6].Cl[C:31]1[N:36]=[C:35]([C:37]([NH2:39])=[O:38])[CH:34]=[CH:33][N:32]=1.C(=O)([O-])[O-].[K+].[K+].[I-].[Na+]>O.CN(C)C=O>[NH2:39][C:37]([C:35]1[CH:34]=[CH:33][N:32]=[C:31]([NH:1][CH2:2][CH2:3][NH:4][C:5]([C:7]2[CH:12]=[CH:11][N:10]=[C:9]([NH:13][CH2:14][CH2:15][CH2:16][N:17]([CH2:19][CH2:20][O:21][C:22]3[CH:27]=[CH:26][CH:25]=[CH:24][C:23]=3[O:28][CH3:29])[CH3:18])[N:8]=2)=[O:6])[N:36]=1)=[O:38] |f:2.3.4,5.6|. Procedure details: 3.0 g (7.45 mmol) of N-(2-aminoethyl)-2-[[3-[[2-(2-methoxyphenoxy) ethyl]methylamino]propyl]amino]-pyrimidine-4-carboxamide, 1.23 g (7.8 mmol) of 2-chloropyrimidine-4-carboxamide, 1.55 g (11.2 mmol) of potassiumcarbonate and 0.1 g of sodium iodide are introduced into 40 ml of N,N-dimethylformamide in a 0.25 l, three-necked, round-bottomed flask and the reaction mixture is heated at 60° C. for 15 h. The mixture is cooled to room temperature and the reaction product is poured onto 100 ml of water ... Starting materials: C1CCOC1, COCOCc1ccccc1I, O=[N+]([O-])C=Cc1ccccc1. Yields the product COCOCc1ccccc1C(C[N+](=O)[O-])c1ccccc1. Reaction SMILES: [CH2:24]1[O:25][CH2:26][CH2:27][CH2:28]1.[I:1][c:2]1[c:3]([CH2:8][O:9][CH2:10][O:11][CH3:12])[cH:4][cH:5][cH:6][cH:7]1.[N+:13](=[O:14])([O-:15])[CH:16]=[CH:17][c:18]1[cH:19][cH:20][cH:21][cH:22][cH:23]1>>[c:2]1([CH:17]([CH2:16][N+:13](=[O:14])[O-:15])[c:18]2[cH:19][cH:20][cH:21][cH:22][cH:23]2)[c:3]([CH2:8][O:9][CH2:10][O:11][CH3:12])[cH:4][cH:5][cH:6][cH:7]1. Starting materials: FC(C1=CC=C2C=CNC2=C1)(F)F (6-trifluoromethylindole), O.Cl.N1CCC(CC1)=O (4-piperidone hydrochloride hydrate). The product is FC(C1=CC=C2C(=CNC2=C1)C=1CCNCC1)(F)F (6-trifluoromethyl-3-(1,2,3,6-tetrahydropyridin-4-yl)-1H-indole). RXN SMILES: [F:1][C:2]([F:13])([F:12])[C:3]1[CH:11]=[C:10]2[C:6]([CH:7]=[CH:8][NH:9]2)=[CH:5][CH:4]=1.O.Cl.[NH:16]1[CH2:21][CH2:20][C:19](=O)[CH2:18][CH2:17]1>>[F:13][C:2]([F:1])([F:12])[C:3]1[CH:11]=[C:10]2[C:6]([C:7]([C:19]3[CH2:20][CH2:21][NH:16][CH2:17][CH:18]=3)=[CH:8][NH:9]2)=[CH:5][CH:4]=1 |f:1.2.3|. Reported procedure: The title compound was prepared in a fashion similar to that described in Preparation 30 from 6-trifluoromethylindole (4.0 g, 22 mmol) and 4-piperidone hydrochloride hydrate (6.6 g, 43 mmol). The product was isolated as a white solid. Yield 3.7 g (64%). mp °C. FDMS m/e=266 (M+ of free base).